This data is from the Open Reaction Database (ORD), a public repository of structured organic reaction records. The task is: describe an organic reaction: reactants, conditions, products, and yield The reactants are CCOC(C)=O, CCOC=O, NCc1ccc(F)cc1. The product is O=CNCc1ccc(F)cc1. As a reaction SMILES: [CH3:10][CH2:11][O:12][C:13]([CH3:14])=[O:15].[CH:16]([O:17][CH2:18][CH3:19])=[O:20].[F:1][c:2]1[cH:3][cH:4][c:5]([CH2:6][NH2:7])[cH:8][cH:9]1>>[F:1][c:2]1[cH:3][cH:4][c:5]([CH2:6][NH:7][CH:11]=[O:12])[cH:8][cH:9]1. Reactants: C(C1=CC=CC=C1)(=O)NC(C(=O)OC)=CC1=CC(=CC=C1)C#N (methyl 2-(benzoylamino)-3-(3-cyanophenyl)2-propenoate). Reagents/catalysts: [Pd] (palladium/barium sulfate). Run in O1CCCC1 (tetrahydrofuran). Reaction conditions: temperature 50 celsius, time 7.5 hour. The product is C(C1=CC=CC=C1)(=O)NC(C(=O)OC)CC1=CC(=CC=C1)C#N (Methyl 2-(benzoylamino)-3-(3-cyanophenyl)propionate). Yield: 90.4%. Reaction SMILES: [C:1]([NH:9][C:10](=[CH:15][C:16]1[CH:21]=[CH:20][CH:19]=[C:18]([C:22]#[N:23])[CH:17]=1)[C:11]([O:13][CH3:14])=[O:12])(=[O:8])[C:2]1[CH:7]=[CH:6][CH:5]=[CH:4][CH:3]=1>O1CCCC1.[Pd]>[C:1]([NH:9][CH:10]([CH2:15][C:16]1[CH:21]=[CH:20][CH:19]=[C:18]([C:22]#[N:23])[CH:17]=1)[C:11]([O:13][CH3:14])=[O:12])(=[O:8])[C:2]1[CH:7]=[CH:6][CH:5]=[CH:4][CH:3]=1. Procedure: A suspension of methyl 2-(benzoylamino)-3-(3-cyanophenyl)2-propenoate (300 mg, 0.979 mmol) and 5% palladium/barium sulfate (60 mg) in tetrahydrofuran (3 mL) was stirred at 50° C. for 7.5 hours under a hydrogen flow. The catalyst was filtered off and the filtrate was concentrated under reduced pressure. The residue was dissolved in tetrahydrofuran (3 mL) and 5% palladium/barium sulfate (90 mg) was added to the solution. The mixture was stirred at 50° C. for 8 hours under a hydrogen flow. The cata... Reactants: C(#N)C1=CC=C(C=C1)C1=CC=C(C=C1)O (4'-cyano-4-hydroxy-biphenyl), N1=CC=CC=C1 (pyridine), C(CCCCCCCC)OC(=O)Cl (chloroformic acid n-nonyl ester). Solvent: C1=CC=CC=C1 (benzene). The product is C(OC1=CC=C(C=C1)C1=CC=C(C=C1)C#N)(OCCCCCCCCC)=O (4'-cyano-4-biphenylyl n-nonyl carbonate). Reaction SMILES: [C:1]([C:3]1[CH:8]=[CH:7][C:6]([C:9]2[CH:14]=[CH:13][C:12]([OH:15])=[CH:11][CH:10]=2)=[CH:5][CH:4]=1)#[N:2].N1C=CC=CC=1.[CH2:22]([O:31][C:32](Cl)=[O:33])[CH2:23][CH2:24][CH2:25][CH2:26][CH2:27][CH2:28][CH2:29][CH3:30]>C1C=CC=CC=1>[C:32](=[O:33])([O:31][CH2:22][CH2:23][CH2:24][CH2:25][CH2:26][CH2:27][CH2:28][CH2:29][CH3:30])[O:15][C:12]1[CH:13]=[CH:14][C:9]([C:6]2[CH:5]=[CH:4][C:3]([C:1]#[N:2])=[CH:8][CH:7]=2)=[CH:10][CH:11]=1. Procedure: 0.976 G. of 4'-cyano-4-hydroxy-biphenyl are dissolved in 10 ml. of absolute pyridine and reacted with 1.24 g. of chloroformic acid n-nonyl ester as in Example 1. The 2.026 g. of yellowish, turbid oil obtained according to the procedure described in Example 1 is dissolved in benzene and chromatographed on 90 g. of silica gel. Benzene elutes 1.646 g. of colorless crystals which are recrystallized from ether-hexane up to constant melting point and clearing point. The pure 4'-cyano-4-biphenylyl n-no... The reactants are C(#N)CN1C(C(SC2=C1C=CC=C2)CC(=O)OCC)=O (Ethyl 2-(4-cyanomethyl-3,4-dihydro-3-oxo-2H-1,4-benzothiazin-2-yl)acetate), Cl.NC1=C(C(=CC(=C1)F)F)S (2-amino-4,6-difluorothiophenol hydrochloride). Run in C(C)O (ethanol). Run at time 15 hour. Product: FC=1C=C(C2=C(N=C(S2)CN2C(C(SC3=C2C=CC=C3)CC(=O)OCC)=O)C1)F (Ethyl 2-[4-(5,7-difluorobenzothiazol-2-yl)methyl-3,4-dihydro-3-oxo-2H-1,4-benzothiazin-2-yl]acetate). The yield is 76.0%. As a reaction SMILES: [C:1]([CH2:3][N:4]1[C:9]2[CH:10]=[CH:11][CH:12]=[CH:13][C:8]=2[S:7][CH:6]([CH2:14][C:15]([O:17][CH2:18][CH3:19])=[O:16])[C:5]1=[O:20])#[N:2].Cl.N[C:23]1[CH:28]=[C:27]([F:29])[CH:26]=[C:25]([F:30])[C:24]=1[SH:31]>C(O)C>[F:29][C:27]1[CH:26]=[C:25]([F:30])[C:24]2[S:31][C:1]([CH2:3][N:4]3[C:9]4[CH:10]=[CH:11][CH:12]=[CH:13][C:8]=4[S:7][CH:6]([CH2:14][C:15]([O:17][CH2:18][CH3:19])=[O:16])[C:5]3=[O:20])=[N:2][C:23]=2[CH:28]=1 |f:1.2|. Procedure details: Ethyl 2-(4-cyanomethyl-3,4-dihydro-3-oxo-2H-1,4-benzothiazin-2-yl)acetate (580 mg) and 474 mg of 2-amino-4,6-difluorothiophenol hydrochloride were added to 4 ml of anhydrous ethanol, the mixture was heated to reflux under argon atmosphere. After 15 hours, the solvent was distilled off. Water was added to the mixture, and extracted with ethyl acetate. After the drying of the organic layer over anhydrous magnesium sulfate, the solvent was distilled off. The resulting oily matter was subjected to a... Starting materials: C(=O)(O)C=1C=C2C(=CNC2=CC1)CCCCN1CC2=C(CC1)C1=C(O2)C=CC=C1 (2-[4-(5-carboxy-3-indolyl)butyl]-1,2,3,4-tetrahydrobenzofuro[2,3-c]pyridine), O (water), solution, [H-].C(C(C)C)[Al+]CC(C)C (diisobutylaluminium hydride). Run in C1(=CC=CC=C1)C (toluene), C1(=CC=CC=C1)C (toluene). Reaction conditions: time 2 hour. Product: C(=O)C=1C=C2C(=CNC2=CC1)CCCCN1CC2=C(CC1)C1=C(O2)C=CC=C1 (2-[4-(5-formyl-3-indolyl)butyl]-1,2,3,4-tetrahydrobenzofuro[2,3-c]pyridine). Reaction SMILES: [C:1]([C:4]1[CH:5]=[C:6]2[C:10](=[CH:11][CH:12]=1)[NH:9][CH:8]=[C:7]2[CH2:13][CH2:14][CH2:15][CH2:16][N:17]1[CH2:22][CH2:21][C:20]2[C:23]3[CH:29]=[CH:28][CH:27]=[CH:26][C:24]=3[O:25][C:19]=2[CH2:18]1)(O)=[O:2].[H-].C([Al+]CC(C)C)C(C)C.O>C1(C)C=CC=CC=1>[CH:1]([C:4]1[CH:5]=[C:6]2[C:10](=[CH:11][CH:12]=1)[NH:9][CH:8]=[C:7]2[CH2:13][CH2:14][CH2:15][CH2:16][N:17]1[CH2:22][CH2:21][C:20]2[C:23]3[CH:29]=[CH:28][CH:27]=[CH:26][C:24]=3[O:25][C:19]=2[CH2:18]1)=[O:2] |f:1.2|. Procedure: 3.88 g of 2-[4-(5-carboxy-3-indolyl)butyl]-1,2,3,4-tetrahydrobenzofuro[2,3-c]pyridine are suspended in 25 ml of toluene and, under N2 and while stirring, 3 times the molar amount of a 20% solution of diisobutylaluminium hydride in toluene is added dropwise, and the mixture is boiled for 2 hours, cooled, decomposition is carried out with water, the usual working up is carried out, and 2-[4-(5-formyl-3-indolyl)butyl]-1,2,3,4-tetrahydrobenzofuro[2,3-c]pyridine is obtained.